Dataset: the Open Reaction Database (ORD), a public repository of structured organic reaction records. Task: describe an organic reaction: reactants, conditions, products, and yield Reactants: C([O-])(O)=O.[Na+] (sodium bicarbonate), ClC1=C(C=CC(=C1)Cl)C=1N=C2N(CCCC2)C1 (2-(2,4-dichlorophenyl)-5,6,7,8-tetrahydroimidazo[1,2-a]pyridine), BrBr (bromine). Solvent: C(Cl)Cl (methylene chloride), C(Cl)Cl (methylene chloride), C(Cl)Cl (methylene chloride). Run at time 2 hour. Yields the product BrC1=C(N=C2N1CCCC2)C2=C(C=C(C=C2)Cl)Cl (3-bromo-2-(2,4-dichlorophenyl)-5,6,7,8-tetrahydroimidazo[1,2-a]pyridine). Reaction SMILES: [Cl:1][C:2]1[CH:7]=[C:6]([Cl:8])[CH:5]=[CH:4][C:3]=1[C:9]1[N:10]=[C:11]2[CH2:16][CH2:15][CH2:14][CH2:13][N:12]2[CH:17]=1.[Br:18]Br.C(=O)(O)[O-].[Na+]>C(Cl)Cl>[Br:18][C:17]1[N:12]2[CH2:13][CH2:14][CH2:15][CH2:16][C:11]2=[N:10][C:9]=1[C:3]1[CH:4]=[CH:5][C:6]([Cl:8])=[CH:7][C:2]=1[Cl:1] |f:2.3|. Reported procedure: To 0.8 g (3.0 mmol) of the above 2-(2,4-dichlorophenyl)-5,6,7,8-tetrahydroimidazo[1,2-a]pyridine stirring in 50 ml of methylene chloride at room temperature, 0.5 g (3.1 mmol) of bromine in 5 ml of methylene chloride was added dropwise. The solution was stirred for 2 h. Another 20 ml of methylene chloride and excess saturated aqueous sodium bicarbonate were added. After sufficient mixing, the methylene chloride layer was separated, washed with water and brine, and dried over magnesium sulfate. Ev... The reactants are C1CCOC1, O=C1CCC(=O)N1Cl, Oc1cc(F)c(-c2ccc3cc(O)ccc3c2)c(F)c1. The product is Oc1cc(F)c(-c2ccc3c(Cl)c(O)ccc3c2)c(F)c1. Reaction SMILES: [CH2:29]1[O:30][CH2:31][CH2:32][CH2:33]1.[Cl:21][N:22]1[C:23](=[O:24])[CH2:25][CH2:26][C:27]1=[O:28].[F:1][c:2]1[c:3](-[c:10]2[cH:11][c:12]3[cH:13][cH:14][c:15]([OH:20])[cH:16][c:17]3[cH:18][cH:19]2)[c:4]([F:9])[cH:5][c:6]([OH:8])[cH:7]1>>[F:1][c:2]1[c:3](-[c:10]2[cH:11][c:12]3[cH:13][cH:14][c:15]([OH:20])[c:16]([Cl:21])[c:17]3[cH:18][cH:19]2)[c:4]([F:9])[cH:5][c:6]([OH:8])[cH:7]1. The reactants are FC1=C(C=CC=C1)N1N=NC(=C1CCCCOC)C(=O)N([C@@H]1CN(C[C@@H](C1)CO)C(=O)OC(C)(C)C)CC(C)C (tert-Butyl (3S,5R)-3-[{[1-(2-fluorophenyl)-5-(4-methoxybutyl)-1H-1,2,3-triazol-4-yl]carbonyl}(2-methylpropyl)amino]-5-(hydroxymethyl)piperidine-1-carboxylate), Cl.CO (hydrogen chloride methanol). Reaction conditions: time 18 hour. Yields the product Cl.FC1=C(C=CC=C1)N1N=NC(=C1CCCCOC)C(=O)N(CC(C)C)[C@@H]1CNC[C@@H](C1)CO (1-(2-fluorophenyl)-N-[(3S,5R)-5-(hydroxymethyl)piperidin-3-yl]-5-(4-methoxybutyl)-N-(2-methylpropyl)-1H-1,2,3-triazole-4-carboxamide hydrochloride). Reaction SMILES: [F:1][C:2]1[CH:7]=[CH:6][CH:5]=[CH:4][C:3]=1[N:8]1[C:12]([CH2:13][CH2:14][CH2:15][CH2:16][O:17][CH3:18])=[C:11]([C:19]([N:21]([CH2:37][CH:38]([CH3:40])[CH3:39])[C@H:22]2[CH2:27][C@@H:26]([CH2:28][OH:29])[CH2:25][N:24](C(OC(C)(C)C)=O)[CH2:23]2)=[O:20])[N:10]=[N:9]1.[ClH:41].CO>>[ClH:41].[F:1][C:2]1[CH:7]=[CH:6][CH:5]=[CH:4][C:3]=1[N:8]1[C:12]([CH2:13][CH2:14][CH2:15][CH2:16][O:17][CH3:18])=[C:11]([C:19]([N:21]([C@H:22]2[CH2:27][C@@H:26]([CH2:28][OH:29])[CH2:25][NH:24][CH2:23]2)[CH2:37][CH:38]([CH3:40])[CH3:39])=[O:20])[N:10]=[N:9]1 |f:1.2,3.4|. Procedure: tert-Butyl (3S,5R)-3-[{[1-(2-fluorophenyl)-5-(4-methoxybutyl)-1H-1,2,3-triazol-4-yl]carbonyl}(2-methylpropyl)amino]-5-(hydroxymethyl)piperidine-1-carboxylate (400 mg) was dissolved in 10% hydrogen chloride-methanol (4 ml), and the mixture was stirred at room temperature for 18 hr. The reaction mixture was concentrated to give the object product (334 mg).